This data is from the Open Reaction Database (ORD), a public repository of structured organic reaction records. The task is: describe an organic reaction: reactants, conditions, products, and yield Starting materials: N1=C(C=CC=C1C)C (2,6-Lutidine), FC(C(=O)OC(C(F)(F)F)=O)(F)F (trifluoroacetic anhydride), N1(CC=CC1)C(=O)OC(C)(C)C (tert-butyl 2,5-dihydro-1H-pyrrole-1-carboxylate), F[B-](F)(F)F.ClC1=C(C=C(C=C1)F)[N+]#N (2-chloro-5-fluorobenzenediazonium tetrafluoroborate). The reagents and catalysts are C(C)(=O)[O-].[Pd+2].C(C)(=O)[O-] (Palladium(II) acetate). Run in C1(=CC=CC=C1)C (toluene), O (water), C(Cl)(Cl)(Cl)Cl (carbon tetrachloride). Reaction conditions: temperature 23 celsius. Product: ClC1=C(C=C(C=C1)F)C1CN(C=C1)C(=O)OC(C)(C)C (tert-butyl 3-(2-chloro-5-fluorophenyl)-2,3-dihydro-1H-pyrrole-1-carboxylate). RXN SMILES: [N:1]1([C:6]([O:8][C:9]([CH3:12])([CH3:11])[CH3:10])=[O:7])[CH2:5][CH:4]=[CH:3][CH2:2]1.F[B-](F)(F)F.[Cl:18][C:19]1[CH:24]=[CH:23][C:22]([F:25])=[CH:21][C:20]=1[N+]#N.N1C(C)=CC=CC=1C.FC(F)(F)C(OC(=O)C(F)(F)F)=O>O.C(Cl)(Cl)(Cl)Cl.C1(C)C=CC=CC=1.C([O-])(=O)C.[Pd+2].C([O-])(=O)C>[Cl:18][C:19]1[CH:24]=[CH:23][C:22]([F:25])=[CH:21][C:20]=1[CH:3]1[CH:4]=[CH:5][N:1]([C:6]([O:8][C:9]([CH3:12])([CH3:11])[CH3:10])=[O:7])[CH2:2]1 |f:1.2,8.9.10|. Procedure: Palladium(II) acetate (24 mg, 0.11 mmol, 0.020 equiv) was added to a vigourously stirred, deoxygenated mixture of tert-butyl 2,5-dihydro-1H-pyrrole-1-carboxylate (900 mg, 5.32 mmol) and 2-chloro-5-fluorobenzenediazonium tetrafluoroborate (1-1, 1.30 g, 5.32 mmol) in water and carbon tetrachloride (1:1, 50 mL) at 23° C., and the resulting mixture was stirred for 20 hours. The reaction mixture was partitioned between saturated aqueous sodium bicarbonate solution (150 mL) and ethyl acetate (2×150 mL... Starting materials: CCOC(=O)C(Cc1ccc(OCCc2ccc(OS(=O)(=O)Cc3ccccc3)cc2)cc1)OCC, Cl, [Li+], C1CCOC1, [OH-], O. Yields the product CCOC(Cc1ccc(OCCc2ccc(OS(=O)(=O)Cc3ccccc3)cc2)cc1)C(=O)O. As a reaction SMILES: [CH2:1]([CH3:2])[O:3][C:4]([CH:5]([CH2:6][c:7]1[cH:8][cH:9][c:10]([O:13][CH2:14][CH2:15][c:16]2[cH:17][cH:18][c:19]([O:22][S:23](=[O:24])(=[O:25])[CH2:26][c:27]3[cH:28][cH:29][cH:30][cH:31][cH:32]3)[cH:20][cH:21]2)[cH:11][cH:12]1)[O:33][CH2:34][CH3:35])=[O:36].[ClH:39].[Li+:37].[O:40]1[CH2:41][CH2:42][CH2:43][CH2:44]1.[OH-:38].[OH2:45]>>[O:3]=[C:4]([CH:5]([CH2:6][c:7]1[cH:8][cH:9][c:10]([O:13][CH2:14][CH2:15][c:16]2[cH:17][cH:18][c:19]([O:22][S:23](=[O:24])(=[O:25])[CH2:26][c:27]3[cH:28][cH:29][cH:30][cH:31][cH:32]3)[cH:20][cH:21]2)[cH:11][cH:12]1)[O:33][CH2:34][CH3:35])[OH:36]. The reactants are CCN(C(C)C)C(C)C, Cc1cccc(OC2CCC(c3nnc4n3-c3ccc(Cl)cc3CNC4)CC2)n1, ClCCl, O=S(=O)(OCC(F)F)C(F)(F)F. The product is Cc1cccc(OC2CCC(c3nnc4n3-c3ccc(Cl)cc3CN(CC(F)F)C4)CC2)n1. RXN SMILES: [CH:30]([N:31]([CH2:32][CH3:33])[CH:34]([CH3:35])[CH3:36])([CH3:37])[CH3:38].[Cl:1][c:2]1[cH:3][c:4]2[c:5]([cH:28][cH:29]1)-[n:6]1[c:7]([CH:14]3[CH2:15][CH2:16][CH:17]([O:20][c:21]4[n:22][c:23]([CH3:27])[cH:24][cH:25][cH:26]4)[CH2:18][CH2:19]3)[n:8][n:9][c:10]1[CH2:11][NH:12][CH2:13]2.[Cl:51][CH2:52][Cl:53].[F:39][CH:40]([CH2:41][O:42][S:43]([C:44]([F:45])([F:46])[F:47])(=[O:48])=[O:49])[F:50]>>[Cl:1][c:2]1[cH:3][c:4]2[c:5]([cH:28][cH:29]1)-[n:6]1[c:7]([CH:14]3[CH2:15][CH2:16][CH:17]([O:20][c:21]4[n:22][c:23]([CH3:27])[cH:24][cH:25][cH:26]4)[CH2:18][CH2:19]3)[n:8][n:9][c:10]1[CH2:11][N:12]([CH2:41][CH:40]([F:39])[F:50])[CH2:13]2. Starting materials: BrC1=NC=C(C=C1)F (2-bromo-5-fluoropyridine), C(CCC)[Sn](C(=C)OCC)(CCCC)CCCC (tributyl(1-ethoxyvinyl)tin). Reagents/catalysts: [Cu]I (copper(I) iodide), Cl[Pd]([P](C1=CC=CC=C1)(C2=CC=CC=C2)C3=CC=CC=C3)([P](C4=CC=CC=C4)(C5=CC=CC=C5)C6=CC=CC=C6)Cl (bis(triphenylphosphine)palladium(II) chloride). The solvent is CCOC(=O)C (EtOAc), CC#N (MeCN). Run at temperature 80 celsius. Product: C(C)OC(=C)C1=NC=C(C=C1)F (2-(1-ethoxyvinyl)-5-fluoropyridine). The yield is 119.6%. RXN SMILES: Br[C:2]1[CH:7]=[CH:6][C:5]([F:8])=[CH:4][N:3]=1.C([Sn](CCCC)(CCCC)[C:14]([O:16][CH2:17][CH3:18])=[CH2:15])CCC>CC#N.CCOC(C)=O.[Cu]I.Cl[Pd](Cl)([P](C1C=CC=CC=1)(C1C=CC=CC=1)C1C=CC=CC=1)[P](C1C=CC=CC=1)(C1C=CC=CC=1)C1C=CC=CC=1>[CH2:17]([O:16][C:14]([C:2]1[CH:7]=[CH:6][C:5]([F:8])=[CH:4][N:3]=1)=[CH2:15])[CH3:18] |^1:40,59|. Procedure details: A mixture of 2-bromo-5-fluoropyridine (200 mg, 1 mmol), tributyl(1-ethoxyvinyl)tin (500 mg, 1 mmol), copper(I) iodide (20 mg, 0.1 mmol) and bis(triphenylphosphine)palladium(II) chloride (50 mg, 0.07 mmol) in MeCN (5 mL) was heated to 80° C. for 30 h. The reaction mixture was allowed to cool to room temperature and was diluted with EtOAc, washed with 5% NH4OH, brine, dried over MgSO4, filtered and concentrated to give a crude oil. The product was purified by flash column chromatography on silica ... The reactants are CC1(N(C(CCC1)(C)C)CCSC1=NC2=C(N1)C=CC=C2)C (2-[(2,2,6,6-Tetramethylpiperidin-1-yl)ethylthio1-1H-benzimidazole), [H-].[Na+] (sodium hydride), IC (iodomethane). The solvent is CN(C=O)C (N,N-dimethylformamide). Reaction conditions: time 1 hour. The product is CN1C(=NC2=C1C=CC=C2)SCCN2C(CCCC2(C)C)(C)C (1-Methyl-[2-(2,2,6,6-tetramethylpiperidin-1-yl)ethylthio1benzimidazole). The yield is 97.0%. Reaction SMILES: [CH3:1][C:2]1([CH3:22])[CH2:7][CH2:6][CH2:5][C:4]([CH3:9])([CH3:8])[N:3]1[CH2:10][CH2:11][S:12][C:13]1[NH:17][C:16]2[CH:18]=[CH:19][CH:20]=[CH:21][C:15]=2[N:14]=1.[H-].[Na+].I[CH3:26]>CN(C)C=O>[CH3:26][N:17]1[C:16]2[CH:18]=[CH:19][CH:20]=[CH:21][C:15]=2[N:14]=[C:13]1[S:12][CH2:11][CH2:10][N:3]1[C:2]([CH3:22])([CH3:1])[CH2:7][CH2:6][CH2:5][C:4]1([CH3:8])[CH3:9] |f:1.2|. Procedure details: In 5 ml of N,N-dimethylformamide was dissolved 200 mg of the compound obtained in Example 9, and 30.4 mg of 60% sodium hydride was added to the solution, followed by stirring for about 1 hour. To the mixture was added 0.48 ml of iodomethane, and the mixture was allowed to react at room temperature for 2 hours. The reaction mixture was extracted with 300 ml of chloroform, and the chloroform layer was washed with a saturated sodium chloride aqueous solution and dried over anhydrous magnesium sulfa... Procedure details: Magnesium ribbon (7.3 g) is suspended in absolute ethanol (15 ml), and thereto is added carbon tetrachloride (1.5 ml), and thereto is added dropwise a mixture of diethyl malonate (48 g), absolute ethanol (30 ml) and anhydrous ether (120 ml) over a period of one hour. After the addition, the mixture is refluxed for 2 hours. After cooling till room temperature, a solution of 2-bromo-4,5-difluorobenzoyl chloride (92 g) in anhydrous ether (50 ml) is added dropwise to the mixture. After the addition,... Starting materials: BrC1=C(C(=O)Cl)C=C(C(=C1)F)F (2-bromo-4,5-difluorobenzoyl chloride), [Mg] (Magnesium ribbon), C(CC(=O)OCC)(=O)OCC (diethyl malonate), ice water, S(O)(O)(=O)=O (sulfuric acid). The product is BrC1=C(C(=O)C(C(=O)OCC)C(=O)OCC)C=C(C(=C1)F)F (diethyl (2-bromo-4,5-difluorobenzoyl)malonate). Run in CCOCC (ether), C(Cl)(Cl)(Cl)Cl (carbon tetrachloride), CCOCC (ether), C(C)O (ethanol), C(C)O (ethanol). Isolated yield 108.2%. As a reaction SMILES: [Mg].[C:2]([O:10][CH2:11][CH3:12])(=[O:9])[CH2:3][C:4]([O:6][CH2:7][CH3:8])=[O:5].[Br:13][C:14]1[CH:22]=[C:21]([F:23])[C:20]([F:24])=[CH:19][C:15]=1[C:16](Cl)=[O:17].S(=O)(=O)(O)O>C(O)C.CCOCC.C(Cl)(Cl)(Cl)Cl>[Br:13][C:14]1[CH:22]=[C:21]([F:23])[C:20]([F:24])=[CH:19][C:15]=1[C:16]([CH:3]([C:4]([O:6][CH2:7][CH3:8])=[O:5])[C:2]([O:10][CH2:11][CH3:12])=[O:9])=[O:17]. Run at time 8 hour. Starting materials: CC(=O)O, O, COc1cc([N+](=O)[O-])c2nccc(C)c2c1OCCCCCc1ccco1. Yields the product COc1cc(N)c2nccc(C)c2c1OCCCCCc1ccco1. RXN SMILES: [C:29]([OH:30])(=[O:31])[CH3:32].[OH2:28].[o:1]1[c:2]([CH2:6][CH2:7][CH2:8][CH2:9][CH2:10][O:11][c:12]2[c:13]3[c:14]([CH3:27])[cH:15][cH:16][n:17][c:18]3[c:19]([N+:24]([O-:25])=[O:26])[cH:20][c:21]2[O:22][CH3:23])[cH:3][cH:4][cH:5]1>>[o:1]1[c:2]([CH2:6][CH2:7][CH2:8][CH2:9][CH2:10][O:11][c:12]2[c:13]3[c:14]([CH3:27])[cH:15][cH:16][n:17][c:18]3[c:19]([NH2:24])[cH:20][c:21]2[O:22][CH3:23])[cH:3][cH:4][cH:5]1. The reactants are Cl (HCl), ClC=1C=CC(=C(C1)N1C(C=2N(C(=CC2C1=O)C=1C=C(C#N)C=CC1OC)C(C)C)C1=CC=C(C=C1)Cl)C (3-[5-(5-chloro-2-methyl-phenyl)-6-(4-chloro-phenyl)-1-isopropyl-4-oxo-1,4,5,6-tetrahydro-pyrrolo[3,4-b]pyrrol-2-yl]-4-methoxy-benzonitrile), [N-]=[N+]=[N-].[Na+] (sodium azide), [Cl-].[NH4+] (ammonium chloride). Run in CN(C)C=O (DMF). The product is ClC=1C=CC(=C(C1)N1C(C=2N(C(=CC2C1=O)C1=C(C=CC(=C1)C1=NN=NN1)OC)C(C)C)C1=CC=C(C=C1)Cl)C (5-(5-Chloro-2-methyl-phenyl)-6-(4-chloro-phenyl)-1-isopropyl-2-[2-methoxy-5-(1H-tetrazol-5-yl)-phenyl]-5,6-dihydro-1H-pyrrolo[3,4-b]pyrrol-4-one). RXN SMILES: [Cl:1][C:2]1[CH:3]=[CH:4][C:5]([CH3:37])=[C:6]([N:8]2[C:15](=[O:16])[C:14]3[CH:13]=[C:12]([C:17]4[CH:18]=[C:19]([CH:22]=[CH:23][C:24]=4[O:25][CH3:26])[C:20]#[N:21])[N:11]([CH:27]([CH3:29])[CH3:28])[C:10]=3[CH:9]2[C:30]2[CH:35]=[CH:34][C:33]([Cl:36])=[CH:32][CH:31]=2)[CH:7]=1.[N-:38]=[N+:39]=[N-:40].[Na+].[Cl-].[NH4+].Cl>CN(C=O)C>[Cl:1][C:2]1[CH:3]=[CH:4][C:5]([CH3:37])=[C:6]([N:8]2[C:15](=[O:16])[C:14]3[CH:13]=[C:12]([C:17]4[CH:18]=[C:19]([C:20]5[NH:40][N:39]=[N:38][N:21]=5)[CH:22]=[CH:23][C:24]=4[O:25][CH3:26])[N:11]([CH:27]([CH3:29])[CH3:28])[C:10]=3[CH:9]2[C:30]2[CH:31]=[CH:32][C:33]([Cl:36])=[CH:34][CH:35]=2)[CH:7]=1 |f:1.2,3.4|. Procedure details: A solution of 3-[5-(5-chloro-2-methyl-phenyl)-6-(4-chloro-phenyl)-1-isopropyl-4-oxo-1,4,5,6-tetrahydro-pyrrolo[3,4-b]pyrrol-2-yl]-4-methoxy-benzonitrile (Example 17) (0.126 mmol), sodium azide (0.534 mmol) and ammonium chloride (0.534 mmol) in DMF (2 mL) was stirred at 120° C. for 36 h. The mixture was cooled to rt and poured onto ice-H2O and acidified with 1N aqueous HCl. The resulting suspension was filtered. The solid was washed with H2O and dried. The residue was purified by SFC to afford th... Reactants: C(C=C)SCCON=C(C(=O)OCC)C=1N=C(SC1)NC=O (ethyl 2-(2-allylthioethoxyimino)-2-(2-formamidothiazol-4-yl)acetate), CO (methanol), [OH-].[Na+] (sodium hydroxide). Solvent: O1CCCC1 (tetrahydrofuran). Run at temperature 35 celsius, time 5.5 hour. The product is C(C=C)SCCON=C(C(=O)O)C=1N=C(SC1)NC=O (2-(2-allylthioethoxyimino)-2-(2-formamidothiazol-4-yl)acetic acid). The yield is 43.3%. RXN SMILES: [CH2:1]([S:4][CH2:5][CH2:6][O:7][N:8]=[C:9]([C:15]1[N:16]=[C:17]([NH:20][CH:21]=[O:22])[S:18][CH:19]=1)[C:10]([O:12]CC)=[O:11])[CH:2]=[CH2:3].CO.[OH-].[Na+]>O1CCCC1>[CH2:1]([S:4][CH2:5][CH2:6][O:7][N:8]=[C:9]([C:15]1[N:16]=[C:17]([NH:20][CH:21]=[O:22])[S:18][CH:19]=1)[C:10]([OH:12])=[O:11])[CH:2]=[CH2:3] |f:2.3|. Procedure: A mixture of ethyl 2-(2-allylthioethoxyimino)-2-(2-formamidothiazol-4-yl)acetate (syn isomer, 5.1 g.), methanol (37.2 ml.), 1N-aqueous sodium hydroxide (37.2 ml.) and tetrahydrofuran (35 ml.) was stirred at 35° C. for 5.5 hours. After concentrating the resultant solution in vacuo, the residue was washed with ethyl acetate twice. The aqueous solution was adjusted to pH 1 with 10% hydrochloric acid and extracted with ethyl acetate twice. The extract was washed with a saturated aqueous solution of ...